This data is from the Open Reaction Database (ORD), a public repository of structured organic reaction records. The task is: describe an organic reaction: reactants, conditions, products, and yield Reactants: BrC=1C(C2=CC(=CC=C2C1C1=C(C=C(C=C1)F)F)OCCCN1CCN(CC1)S(=O)(=O)C)=O (2-Bromo-3-(2,4-difluorophenyl)-6-[3-(4-(methylsulfonyl)piperazin-1-yl)propoxy]-1H-inden-1-one), O1CCN(CC1)CCOC1=CC=C2C(=C(C(C2=C1)=O)Br)C1=CC=CC=C1 (6-(2-morpholinoethoxy)-2-bromo-3-phenyl-1H-inden-1-one), FC=1C=C(C=CC1OC)B(O)O (3-fluoro-4-methoxyphenylboronic acid). Yields the product FC=1C=C(C=CC1OC)C=1C(C2=CC(=CC=C2C1C1=C(C=C(C=C1)F)F)OCCCN1CCN(CC1)S(=O)(=O)C)=O (2-(3-fluoro-4-methoxyphenyl)-3-(2,4-difluorophenyl)-6-{3-[4-(methylsulfonyl)piperazin-1-yl]propoxy}-1H-inden-1-one). The yield is 77.0%. RXN SMILES: Br[C:2]1[C:3](=[O:33])[C:4]2[C:9]([C:10]=1[C:11]1[CH:16]=[CH:15][C:14]([F:17])=[CH:13][C:12]=1[F:18])=[CH:8][CH:7]=[C:6]([O:19][CH2:20][CH2:21][CH2:22][N:23]1[CH2:28][CH2:27][N:26]([S:29]([CH3:32])(=[O:31])=[O:30])[CH2:25][CH2:24]1)[CH:5]=2.O1CCN(CCOC2C=C3C(C(C4C=CC=CC=4)=C(Br)C3=O)=CC=2)CC1.[F:60][C:61]1[CH:62]=[C:63](B(O)O)[CH:64]=[CH:65][C:66]=1[O:67][CH3:68]>>[F:60][C:61]1[CH:62]=[C:63]([C:2]2[C:3](=[O:33])[C:4]3[C:9]([C:10]=2[C:11]2[CH:16]=[CH:15][C:14]([F:17])=[CH:13][C:12]=2[F:18])=[CH:8][CH:7]=[C:6]([O:19][CH2:20][CH2:21][CH2:22][N:23]2[CH2:24][CH2:25][N:26]([S:29]([CH3:32])(=[O:31])=[O:30])[CH2:27][CH2:28]2)[CH:5]=3)[CH:64]=[CH:65][C:66]=1[O:67][CH3:68]. Procedure details: The procedure of Step 7 of Example 1 was repeated except for using 2-bromo-3-(2,4-difluorophenyl)-6-[3-(4-(methylsulfonyl)piperazin-1-yl)propoxy]-1H-inden-1-one obtained in Step 1 of Example 108 as a starting material instead of 6-(2-morpholinoethoxy)-2-bromo-3-phenyl-1H-inden-1-one and 3-fluoro-4-methoxyphenylboronic acid instead of 3-pyridinylboronic acid to obtain the title compound (77%). Starting materials: O=C1CCC(=O)N1Br, ClCCl, CS(=O)(=O)c1ccc(C(CC2CCCC2)C(=O)O)cc1Cl, Cc1csc(N)n1, O, c1ccc(P(c2ccccc2)c2ccccc2)cc1, c1ccncc1. Yields the product Cc1csc(NC(=O)C(CC2CCCC2)c2ccc(S(C)(=O)=O)c(Cl)c2)n1. As a reaction SMILES: [Br:20][N:21]1[C:22](=[O:23])[CH2:24][CH2:25][C:26]1=[O:27].[CH2:62]([Cl:63])[Cl:64].[Cl:28][c:29]1[cH:30][c:31]([CH:39]([C:40](=[O:41])[OH:42])[CH2:43][CH:44]2[CH2:45][CH2:46][CH2:47][CH2:48]2)[cH:32][cH:33][c:34]1[S:35](=[O:36])(=[O:37])[CH3:38].[NH2:49][c:50]1[s:51][cH:52][c:53]([CH3:55])[n:54]1.[OH2:65].[c:1]1([P:2]([c:3]2[cH:4][cH:5][cH:6][cH:7][cH:8]2)[c:9]2[cH:10][cH:11][cH:12][cH:13][cH:14]2)[cH:15][cH:16][cH:17][cH:18][cH:19]1.[cH:56]1[cH:57][cH:58][n:59][cH:60][cH:61]1>>[Cl:28][c:29]1[cH:30][c:31]([CH:39]([C:40](=[O:42])[NH:49][c:50]2[s:51][cH:52][c:53]([CH3:55])[n:54]2)[CH2:43][CH:44]2[CH2:45][CH2:46][CH2:47][CH2:48]2)[cH:32][cH:33][c:34]1[S:35](=[O:36])(=[O:37])[CH3:38]. The reactants are CN1CCN(CC1)CCCN1N=NN=C1S (1-[3-(4-methyl-1-piperazinyl)propyl]-1H-tetrazole-5-thiol), C([O-])(O)=O.[Na+] (sodium bicarbonate), C([O-])(O)=O.[Na+] (sodium bicarbonate), CC(=O)OCC1=C(N2[C@@H]([C@@H](C2=O)N)SC1)C(=O)O (7-aminocephalosporanic acid). Solvent: O (water). Conditions: temperature 64 celsius, time 2 hour. The product is NC1[C@@H]2N(C(=C(CS2)CSC2=NN=NN2CCCN2CCN(CC2)C)C(=O)O)C1=O (7-amino-3-[1-[3-(4-methyl-1-piperazinyl)propyl]-1H-tetrazol-5-yl]thiomethyl-3-cephem-4-carboxylic acid). Reaction SMILES: [CH3:1][N:2]1[CH2:7][CH2:6][N:5]([CH2:8][CH2:9][CH2:10][N:11]2[C:15]([SH:16])=[N:14][N:13]=[N:12]2)[CH2:4][CH2:3]1.CC(O[CH2:21][C:22]1[CH2:31][S:30][C@@H:25]2[C@H:26]([NH2:29])[C:27](=[O:28])[N:24]2[C:23]=1[C:32]([OH:34])=[O:33])=O.C(=O)(O)[O-].[Na+]>O>[NH2:29][CH:26]1[C:27](=[O:28])[N:24]2[C:23]([C:32]([OH:34])=[O:33])=[C:22]([CH2:21][S:16][C:15]3[N:11]([CH2:10][CH2:9][CH2:8][N:5]4[CH2:4][CH2:3][N:2]([CH3:1])[CH2:7][CH2:6]4)[N:12]=[N:13][N:14]=3)[CH2:31][S:30][C@H:25]12 |f:2.3|. Procedure details: To a solution of 1-[3-(4-methyl-1-piperazinyl)propyl]-1H-tetrazole-5-thiol.dihydrochloide (75.32 g) in water (6 l) was added 7-aminocephalosporanic acid (60.0 g) and the mixture was adjusted to pH 5.4 with a saturated aqueous solution of sodium bicarbonate and stirred for 2 hours at 64° C. The reaction mixture was cooled and adjusted to pH 6.84 with a saturated aqueous solution of sodium bicarbonate. The resulting mixture was subjected to column chromatography (CM-Cephadex, H-type: 3 l), eluting... Reactants: [OH-].[K+] (KOH), OO (H2O2), C(C)(C)(C)N1N=CC(=C1N)C#N (1-tert-butyl-5-amino-1H-pyrazole-4-carbonitrile). Run in O (water). Conditions: temperature 0 celsius, time 4 hour. The product is C(C)(C)(C)N1N=CC(=C1N)C(=O)N (1-tert-butyl-5-amino-1H-pyrazole-4-carboxamide). Yield: 75.1%. RXN SMILES: [OH-:1].[K+].OO.[C:5]([N:9]1[C:13]([NH2:14])=[C:12]([C:15]#[N:16])[CH:11]=[N:10]1)([CH3:8])([CH3:7])[CH3:6]>O>[C:5]([N:9]1[C:13]([NH2:14])=[C:12]([C:15]([NH2:16])=[O:1])[CH:11]=[N:10]1)([CH3:8])([CH3:7])[CH3:6] |f:0.1|. Reported procedure: To a mixture of water (500 ml) and 85% KOH (37.91 g) at 0° C. was added 30% H2O2 (49.4 ml, 483 mmol), followed by 1-tert-butyl-5-amino-1H-pyrazole-4-carbonitrile (15.83 g, 96.5 mmol). The reaction mixture was stirred for four hours at 0° C. and then at room temperature for 1 hour. A yellow precipitate had formed which was collected by filtration and air dried to afford 13.2 g (75%) of 1-tert-butyl-5-amino-1H-pyrazole-4-carboxamide, m.p. 193-195° C. Starting materials: C(C)(C)(C)OC(=O)N1CCN(CC1)CC1=NOC(=C1)C (4-(5-methyl-isoxazol-3-ylmethyl)-piperazine-1-carboxylic acid tert-butyl ester), C(C)(C)N(CC)C(C)C (diisopropylethylamine), NC1=NC=C(C(=C1[N+](=O)[O-])Cl)Cl (2-amino-4,5-dichloro-3-nitropyridine). The solvent is C(C)(C)O (isopropanol), ClCCl (dichloromethane), C(=O)(C(F)(F)F)O (TFA), C(C)(C)O (isopropanol). Reaction conditions: temperature 45 celsius, time 20 hour. Yields the product ClC=1C(=C(C(=NC1)N)[N+](=O)[O-])N1CCN(CC1)CC1=NOC(=C1)C (5-Chloro-4-[4-(5-methyl-isoxazol-3-ylmethyl)-piperazin-1-yl]-3-nitro-pyridin-2-ylamine). Reaction SMILES: C(O[C:6]([N:8]1[CH2:13][CH2:12][N:11]([CH2:14][C:15]2[CH:19]=[C:18]([CH3:20])[O:17][N:16]=2)[CH2:10][CH2:9]1)=O)(C)(C)C.[NH2:21][C:22]1[C:27]([N+:28]([O-:30])=[O:29])=C(Cl)[C:25]([Cl:32])=[CH:24][N:23]=1.C(N(C(C)C)CC)(C)C>ClCCl.C(O)(C(F)(F)F)=O.C(O)(C)C>[Cl:32][C:25]1[C:6]([N:8]2[CH2:9][CH2:10][N:11]([CH2:14][C:15]3[CH:19]=[C:18]([CH3:20])[O:17][N:16]=3)[CH2:12][CH2:13]2)=[C:27]([N+:28]([O-:30])=[O:29])[C:22]([NH2:21])=[N:23][CH:24]=1. Reported procedure: A solution of 4-(5-methyl-isoxazol-3-ylmethyl)-piperazine-1-carboxylic acid tert-butyl ester (0.126 g, 0.45 mmol) in dichloromethane (3.7 ml) and TFA (5 ml) was stirred at room temperature for 1.5 h then concentrated in vacuo, and the resulting residue was dried in vacuo. Part of this material (estimated 0.15 mmol) was dissolved in isopropanol (3 ml) and to this solution 2-amino-4,5-dichloro-3-nitropyridine (0.031 g, 0.15 mmol) was added followed by diisopropylethylamine (0.15 ml, 0.80 mmol). Th... The reactants are CCOC(CN(C(C)=O)c1ccccn1)OCC, CI, CCO. Yields the product CCOC(CN(C(C)=O)c1cccc[n+]1C)OCC, [I-]. RXN SMILES: [CH2:1]([CH3:2])[O:3][CH:4]([CH2:5][N:6]([c:7]1[n:8][cH:9][cH:10][cH:11][cH:12]1)[C:13]([CH3:14])=[O:15])[O:16][CH2:17][CH3:18].[CH3:19][I:20].[CH3:21][CH2:22][OH:23]>>[CH2:1]([CH3:2])[O:3][CH:4]([CH2:5][N:6]([c:7]1[n+:8]([CH3:19])[cH:9][cH:10][cH:11][cH:12]1)[C:13]([CH3:14])=[O:15])[O:16][CH2:17][CH3:18].[I-:20]. Reactants: NC1=C(C(=O)NCC2CCN(CC2)C(C2=CC=CC=C2)C2=CC=CC=C2)C=C(C=C1)[N+](=O)[O-] (2amino-5nitro-N-[(1-diphenylmethylpiperidin-4-yl)methyl]benzamide), C(CCC)N=C=O (n-butylisocyanate). The solvent is C(Cl)(Cl)Cl (CHCl3). Product: [N+](=O)([O-])C=1C=CC(=C(C(=O)NCC2CCN(CC2)C(C2=CC=CC=C2)C2=CC=CC=C2)C1)NC(=O)NCCCC (5-nitro-2-(N'-n-butylureido)-N-[(1-diphenylmethylpiperidin-4-yl)methyl]benzamide). Reaction SMILES: [NH2:1][C:2]1[CH:30]=[CH:29][C:28]([N+:31]([O-:33])=[O:32])=[CH:27][C:3]=1[C:4]([NH:6][CH2:7][CH:8]1[CH2:13][CH2:12][N:11]([CH:14]([C:21]2[CH:26]=[CH:25][CH:24]=[CH:23][CH:22]=2)[C:15]2[CH:20]=[CH:19][CH:18]=[CH:17][CH:16]=2)[CH2:10][CH2:9]1)=[O:5].[CH2:34]([N:38]=[C:39]=[O:40])[CH2:35][CH2:36][CH3:37]>C(Cl)(Cl)Cl>[N+:31]([C:28]1[CH:29]=[CH:30][C:2]([NH:1][C:39]([NH:38][CH2:34][CH2:35][CH2:36][CH3:37])=[O:40])=[C:3]([CH:27]=1)[C:4]([NH:6][CH2:7][CH:8]1[CH2:13][CH2:12][N:11]([CH:14]([C:15]2[CH:20]=[CH:19][CH:18]=[CH:17][CH:16]=2)[C:21]2[CH:22]=[CH:23][CH:24]=[CH:25][CH:26]=2)[CH2:10][CH2:9]1)=[O:5])([O-:33])=[O:32]. Procedure: Step 1): To a solution of 2amino-5nitro-N-[(1-diphenylmethylpiperidin-4-yl)methyl]benzamide (Preparation 28) (1.2 g, 2.69 mmol) in CHCl3 (15 ml) was added n-butylisocyanate (802 mg, 8.09 mmol). After the solution was refluxed for 24 hours, the solvent was evaporated. The residue was purified by column chromatography on silica gel to give 5-nitro-2-(N'-n-butylureido)-N-[(1-diphenylmethylpiperidin-4-yl)methyl]benzamide, 1.1 g (75%). The reactants are COC(=O)CCN(C1(C(=O)NOCc2ccccc2)CCCC1)S(=O)(=O)c1ccc(-c2ccc(F)cc2)cc1, CO, [Pd]. Product: COC(=O)CCN(C1(C(=O)NO)CCCC1)S(=O)(=O)c1ccc(-c2ccc(F)cc2)cc1. As a reaction SMILES: [CH3:1][O:2][C:3]([CH2:4][CH2:5][N:6]([S:7](=[O:8])(=[O:9])[c:10]1[cH:11][cH:12][c:13](-[c:16]2[cH:17][cH:18][c:19]([F:22])[cH:20][cH:21]2)[cH:14][cH:15]1)[C:23]1([C:28]([NH:29][O:30][CH2:31][c:32]2[cH:33][cH:34][cH:35][cH:36][cH:37]2)=[O:38])[CH2:24][CH2:25][CH2:26][CH2:27]1)=[O:39].[CH3:40][OH:41].[Pd:42]>>[CH3:1][O:2][C:3]([CH2:4][CH2:5][N:6]([S:7](=[O:8])(=[O:9])[c:10]1[cH:11][cH:12][c:13](-[c:16]2[cH:17][cH:18][c:19]([F:22])[cH:20][cH:21]2)[cH:14][cH:15]1)[C:23]1([C:28]([NH:29][OH:30])=[O:38])[CH2:24][CH2:25][CH2:26][CH2:27]1)=[O:39]. Reactants: O (water), SC=1NC2=C(N1)C=CC(=C2)C (2-mercapto-5-methyl-benzimidazole), BrC1=CC=C(S1)C=O (5-bromo-2-thiophenecarboxaldehyde), C([O-])([O-])=O.[K+].[K+] (potassium carbonate). The solvent is CN(C)C=O (DMF). Reaction conditions: temperature 110 celsius. Yields the product CC1=CC2=C(NC(=N2)SC2=CC=C(S2)C=O)C=C1 (5-(5-methyl-1H-benzimidazol-2-ylsulfanyl)-thiophene-2-carbaldehyde). Yield: 47.4%. RXN SMILES: [SH:1][C:2]1[NH:3][C:4]2[CH:10]=[C:9]([CH3:11])[CH:8]=[CH:7][C:5]=2[N:6]=1.Br[C:13]1[S:17][C:16]([CH:18]=[O:19])=[CH:15][CH:14]=1.C(=O)([O-])[O-].[K+].[K+].O>CN(C=O)C>[CH3:11][C:9]1[CH:8]=[CH:7][C:5]2[NH:6][C:2]([S:1][C:13]3[S:17][C:16]([CH:18]=[O:19])=[CH:15][CH:14]=3)=[N:3][C:4]=2[CH:10]=1 |f:2.3.4|. Reported procedure: a mixture of 0.82 g of 2-mercapto-5-methyl-benzimidazole (5 mmoles), 0.6 ml of 5-bromo-2-thiophenecarboxaldehyde (5 mmoles) and 1.4 g of potassium carbonate in 10 ml of DMF is heated at 110° C. for 2 hours. The mixture is cooled down to room temperature, then poured into 200 ml of water and extracted twice with 50 ml of ethyl acetate. The combined organic extracts are washed with brine, dried over MgSO4 and concentrated. The crude product is purified on silica gel using DCM/MeOH as eluent to giv...